From a dataset of the Open Reaction Database (ORD), a public repository of structured organic reaction records. describe an organic reaction: reactants, conditions, products, and yield The reactants are CC=1N=C(SC1)N (4-methyl-thiazol-2-ylamine), CC(C(=O)O)C.CN(C=O)C (N,N-dimethylformamide dimethyl acetate). Yields the product CN(C=NC=1SC=C(N1)C)C (N,N-Dimethyl-N′-(4-methyl-thiazol-2-yl)-formamidine). Reaction SMILES: [CH3:1][C:2]1[N:3]=[C:4]([NH2:7])[S:5][CH:6]=1.CC(C)C(O)=O.[CH3:14][N:15]([CH3:18])[CH:16]=O>>[CH3:14][N:15]([CH3:18])[CH:16]=[N:7][C:4]1[S:5][CH:6]=[C:2]([CH3:1])[N:3]=1 |f:1.2|. Procedure: prepared by reaction of 4-methyl-thiazol-2-ylamine with N,N-dimethylformamide dimethyl acetate. LC-MS: tR=0.51 min; [M+H]+=170.1. Reactants: ONCC1=CC=2CC3=CC=CC=C3C2C=C1 (N-hydroxy-9H-fluorene-2-methanamine), C(C(C)C)(=O)Cl (isobutyryl chloride). Product: C1=C(C=CC=2C3=CC=CC=C3CC12)CN(C(C(C)C)=O)O (N-(9H-fluoren-2-ylmethyl)-N-hydroxy-2-methyl-propanamide). As a reaction SMILES: [OH:1][NH:2][CH2:3][C:4]1[CH:16]=[CH:15][C:14]2[C:13]3[C:8](=[CH:9][CH:10]=[CH:11][CH:12]=3)[CH2:7][C:6]=2[CH:5]=1.[C:17](Cl)(=[O:21])[CH:18]([CH3:20])[CH3:19]>>[CH:5]1[C:6]2[CH2:7][C:8]3[C:13](=[CH:12][CH:11]=[CH:10][CH:9]=3)[C:14]=2[CH:15]=[CH:16][C:4]=1[CH2:3][N:2]([OH:1])[C:17](=[O:21])[CH:18]([CH3:20])[CH3:19]. Procedure details: Using the method in Example 4, N-hydroxy-9H-fluorene-2-methanamine is reacted with isobutyryl chloride to give N-(9H-fluoren-2-ylmethyl)-N-hydroxy-2-methyl-propanamide as white crystalline solid. Yield 3.5 g (62%); mp 163°-166° C. The reactants are S(=O)(=O)(OCCl)Cl (Chloromethyl chlorosulfate), P(=O)(OC)(O[C@@H]1[C@@H]2[C@H](OC1)[C@@H](CO2)O[N+](=O)[O-])O (methyl (3S,3aS,6R,6aS)-6-(nitrooxy)hexahydrofuro[3,2-b]furan-3-yl hydrogen phosphate), C([O-])(O)=O.[Na+] (Sodium bicarbonate). Reagents/catalysts: S(=O)(=O)(O)[O-].C(CCC)[N+](CCCC)(CCCC)CCCC (tetrabutylammonium hydrogensulfate). The solvent is ClCCl (dichloromethane), ClCCl (dichloromethane), O (water). Reaction conditions: temperature 0 celsius, time 10 minute. Yields the product P(=O)(OCCl)(OC)O[C@@H]1[C@@H]2[C@H](OC1)[C@@H](CO2)O[N+](=O)[O-] (chloromethyl methyl (3S,3aS,6R,6aS)-6-(nitrooxy)hexahydrofuro[3,2-b]furan-3-yl phosphate). Reaction SMILES: C(=O)(O)[O-].[Na+].[P:6](O)([O:10][C@H:11]1[CH2:15][O:14][C@@H:13]2[C@H:16]([O:19][N+:20]([O-:22])=[O:21])[CH2:17][O:18][C@H:12]12)([O:8][CH3:9])=[O:7].S(Cl)([O:27][CH2:28][Cl:29])(=O)=O>S([O-])(O)(=O)=O.C([N+](CCCC)(CCCC)CCCC)CCC.ClCCl.O>[P:6]([O:10][C@H:11]1[CH2:15][O:14][C@@H:13]2[C@H:16]([O:19][N+:20]([O-:22])=[O:21])[CH2:17][O:18][C@H:12]12)([O:8][CH3:9])([O:27][CH2:28][Cl:29])=[O:7] |f:0.1,4.5|. Reported procedure: Sodium bicarbonate (289 mg, 3.44 mmol) followed by tetrabutylammonium hydrogensulfate (29.2 mg, 0.086 mmol) were added to a vigorously stirred 0° C. mixture of methyl (3S,3aS,6R,6aS)-6-(nitrooxy)hexahydrofuro[3,2-b]furan-3-yl hydrogen phosphate (245 mg, 0.859 mmol) in dichloromethane (5 mL) and water (7.5 mL), and the mixture was stirred at 0° C. for 10 minutes. Chloromethyl chlorosulfate (0.106 mL, 1.03 mmol) in dichloromethane (2.5 mL) was added, and the mixture was stirred at room temperature... The reactants are [Cl-].CN1C[NH+](C=C1)CC(=O)C1=CC=C(C=C1)NS(=O)(=O)C (3-methyl-1[2-[4-((methylsulfonyl)amino)phenyl]-2-oxoethyl]-1H-imidazolium chloride). The reagents and catalysts are [Pd] (Pd/C). Run in O (water). Product: [Cl-].OC(C[NH+]1CN(C=C1)C)C1=CC=C(C=C1)NS(=O)(=O)C ((±)-1-[2-Hydroxy-2-[4-((methylsulfonyl)amino)phenyl]ethyl]-3-methyl-1H-imidazolium chloride). As a reaction SMILES: [Cl-:1].[CH3:2][N:3]1[CH:7]=[CH:6][NH+:5]([CH2:8][C:9]([C:11]2[CH:16]=[CH:15][C:14]([NH:17][S:18]([CH3:21])(=[O:20])=[O:19])=[CH:13][CH:12]=2)=[O:10])[CH2:4]1>O.[Pd]>[Cl-:1].[OH:10][CH:9]([C:11]1[CH:12]=[CH:13][C:14]([NH:17][S:18]([CH3:21])(=[O:20])=[O:19])=[CH:15][CH:16]=1)[CH2:8][NH+:5]1[CH:6]=[CH:7][N:3]([CH3:2])[CH2:4]1 |f:0.1,4.5|. Procedure: A solution of 152.3 g (0.463 mole) of 3-methyl-1[2-[4-((methylsulfonyl)amino)phenyl]-2-oxoethyl]-1H-imidazolium chloride in 1 L of distilled water and 7.62 g 10% Pd/C catalyst are placed in a 2 L Parr bottle and hydrogenated at 50 psi pressure for ca. 5 hours.